This data is from the Open Reaction Database (ORD), a public repository of structured organic reaction records. The task is: describe an organic reaction: reactants, conditions, products, and yield Starting materials: C1(=CC=CC=C1)C=1OC2=C(C(C1)=O)C(=CC=C2)OCC2CO2 (2-phenyl-5-(2,3-epoxypropoxy)-4-oxo-4H-1-benzopyran), C1(=CC=CC=C1)C=1OC2=C(C(C1)=O)C(=CC=C2)OCC2CO2 (2-phenyl-5-(2,3-epoxypropoxy)-4-oxo-4H-1-benzopyran), CN1C(N(C(C=C1N1CCNCC1)=O)C)=O (1,3-dimethyl-6-(piperazine-1-yl)-2,4(1H,3H)-pyrimidinedione), CN1C(N(C(C=C1N1CCNCC1)=O)C)=O (1,3-dimethyl-6-(piperazine-1-yl)-2,4(1H,3H)-pyrimidinedione). Solvent: C(C)O (ethanol). The product is CN1C(N(C(C=C1N1CCN(CC1)CC(COC1=CC=CC2=C1C(C=C(O2)C2=CC=CC=C2)=O)O)=O)C)=O (1,3-dimethyl-6-(4-[3-(2-phenyl-4-oxo-4H-1-benzopyran-5-yl)oxy-2-hydroxypropyl]piperazine-1-yl)-2,4(1H,3H)-pyrimidinedione). The yield is 78.1%. Reaction SMILES: [C:1]1([C:7]2[O:8][C:9]3[CH:17]=[CH:16][CH:15]=[C:14]([O:18][CH2:19][CH:20]4[O:22][CH2:21]4)[C:10]=3[C:11](=[O:13])[CH:12]=2)[CH:6]=[CH:5][CH:4]=[CH:3][CH:2]=1.[CH3:23][N:24]1[C:29]([N:30]2[CH2:35][CH2:34][NH:33][CH2:32][CH2:31]2)=[CH:28][C:27](=[O:36])[N:26]([CH3:37])[C:25]1=[O:38]>C(O)C>[CH3:23][N:24]1[C:29]([N:30]2[CH2:35][CH2:34][N:33]([CH2:21][CH:20]([OH:22])[CH2:19][O:18][C:14]3[C:10]4[C:11](=[O:13])[CH:12]=[C:7]([C:1]5[CH:6]=[CH:5][CH:4]=[CH:3][CH:2]=5)[O:8][C:9]=4[CH:17]=[CH:16][CH:15]=3)[CH2:32][CH2:31]2)=[CH:28][C:27](=[O:36])[N:26]([CH3:37])[C:25]1=[O:38]. Procedure: In 30 ml of ethanol, there were heated under reflux for 3 hours 0.88 g of 2-phenyl-5-(2,3-epoxypropoxy)-4-oxo-4H-1-benzopyran (Compound 36) and 0.67 g of 1,3-dimethyl-6-(piperazine-1-yl)-2,4(1H,3H)-pyrimidinedione (Compound 3), and the reaction solution was then concentrated under reduced pressure. The resultant residue was purified through a silica gel column chromatograph (chloroform:methanol=100:1 to 100:5 in volume ratio), and then crystallized from ethyl acetate, thereby obtaining 1.21 g of... The reactants are C(CC)(=O)Cl (propionyl chloride), NC=1NN(C(C1)=O)C1=C(C=C(C=C1Cl)Cl)Cl (3-Amino-1-(2,4,6-trichlorophenyl)-5-pyrazolone), N1=CC=CC=C1 (pyridine), Cl (hydrochloric acid), [OH-].[K+] (potassium hydroxide). The solvent is CO (methanol), O1CCCC1 (tetrahydrofuran), C(C)(=O)O (acetic acid), O1CCCC1 (tetrahydrofuran), CO (methanol). Run at time 48 hour. Yields the product O=C1CC(=NN1C1=C(C=C(C=C1Cl)Cl)Cl)C(C(=O)N)C (4,5-Dihydro-5-oxo-1-(2,4,6-trichlorophenyl)-1H-pyrazol-3-yl propionamide). Reaction SMILES: N[C:2]1[NH:3][N:4]([C:8]2[C:13]([Cl:14])=[CH:12][C:11]([Cl:15])=[CH:10][C:9]=2[Cl:16])[C:5](=[O:7])[CH:6]=1.[C:17](Cl)(=[O:20])[CH2:18][CH3:19].Cl.[OH-].[K+].[N:25]1C=CC=CC=1>O1CCCC1.CO.C(O)(=O)C>[O:7]=[C:5]1[N:4]([C:8]2[C:13]([Cl:14])=[CH:12][C:11]([Cl:15])=[CH:10][C:9]=2[Cl:16])[N:3]=[C:2]([CH:18]([CH3:19])[C:17]([NH2:25])=[O:20])[CH2:6]1 |f:3.4|. Procedure details: 3-Amino-1-(2,4,6-trichlorophenyl)-5-pyrazolone (35.0 g, 125 mmole) was dissolved in dry tetrahydrofuran (350 ml) and pyridine (35 ml) and the solution was cooled in an ice-bath to 10° C. A solution of propionyl chloride (35.15 g, 0.18 mmole) in tetrahydrofuran (60 ml) was added dropwise keeping the temperature below 10° C. The mixture was stirred at room temperature for 48 hrs then it was poured into dilute hydrochloric acid (2.51). The resulting gum was extracted with ethyl acetate (700 ml) and... Starting materials: [Al+3], [H-], [H-], [H-], [H-], [Li+], C1CCOC1, [N-]=[N+]=NCC(O)COCCCCCCCc1ccccc1. The product is NCC(O)COCCCCCCCc1ccccc1. As a reaction SMILES: [Al+3:23].[H-:22].[H-:25].[H-:26].[H-:27].[Li+:24].[O:28]1[CH2:29][CH2:30][CH2:31][CH2:32]1.[c:1]1([CH2:7][CH2:8][CH2:9][CH2:10][CH2:11][CH2:12][CH2:13][O:14][CH2:15][CH:16]([CH2:17][N:18]=[N+:19]=[N-:20])[OH:21])[cH:2][cH:3][cH:4][cH:5][cH:6]1>>[c:1]1([CH2:7][CH2:8][CH2:9][CH2:10][CH2:11][CH2:12][CH2:13][O:14][CH2:15][CH:16]([CH2:17][NH2:18])[OH:21])[cH:2][cH:3][cH:4][cH:5][cH:6]1. The reactants are Cl (hydrochloric acid), C(#N)CCC1(C(N(C2=CC=C(C=C12)OC)C1=CC=C(C=C1)F)=O)NC(=O)C=1N=CC2=CC=CC=C2C1 ((+)-N-[3-(2-cyanoethyl)-1-(4-fluorophenyl)-2,3-dihydro-5-methoxy-2-oxo-1H-indol-3-yl]-3-isoquinolinecarboxamide), CO (methyl alcohol), O (water). Yields the product FC1=CC=C(C=C1)N1C(C(C2=CC(=CC=C12)OC)(NC(=O)C=1N=CC2=CC=CC=C2C1)CCC(=O)OC)=O ((+)-methyl 3-[l-(4-fluorophenyl)-2,3-dihydro-3-(3-isoquinolinyl)carbonylamino-5-methoxy-2-oxo-1H-indol-3-yl]propionate). RXN SMILES: [C:1]([CH2:3][CH2:4][C:5]1([NH:24][C:25]([C:27]2[N:28]=[CH:29][C:30]3[C:35]([CH:36]=2)=[CH:34][CH:33]=[CH:32][CH:31]=3)=[O:26])[C:13]2[C:8](=[CH:9][CH:10]=[C:11]([O:14][CH3:15])[CH:12]=2)[N:7]([C:16]2[CH:21]=[CH:20][C:19]([F:22])=[CH:18][CH:17]=2)[C:6]1=[O:23])#N.Cl.[OH2:38].[CH3:39][OH:40]>>[F:22][C:19]1[CH:18]=[CH:17][C:16]([N:7]2[C:8]3[C:13](=[CH:12][C:11]([O:14][CH3:15])=[CH:10][CH:9]=3)[C:5]([CH2:4][CH2:3][C:1]([O:40][CH3:39])=[O:38])([NH:24][C:25]([C:27]3[N:28]=[CH:29][C:30]4[C:35]([CH:36]=3)=[CH:34][CH:33]=[CH:32][CH:31]=4)=[O:26])[C:6]2=[O:23])=[CH:21][CH:20]=1. Reported procedure: 160 g of (+)-N-[3-(2-cyanoethyl)-1-(4-fluorophenyl)-2,3-dihydro-5-methoxy-2-oxo-1H-indol-3-yl]-3-isoquinolinecarboxamide was dissolved in 770 ml of methyl alcohol, and under ice cooling, a hydrochloric acid gas was passed through the solution for about 2 hours. Then, 6.6 ml of water was added, and the whole mixture was refluxed under heating for 1 hour. After returning to room temperature, the reaction mixture was concentrated under reduced pressure and diluted with an aqueous sodium hydrogen ca... Reactants: FCC1(OC2=C(C(=C1)C(=O)OCC)C=C(C=C2)C(F)(F)F)CF (ethyl 2,2-bisfluoromethyl-6-trifluoromethyl-2H-1-benzopyran-4-carboxylate), [OH-].[K+] (potassium hydroxide), Ice water, Cl (hydrochloric acid). Solvent: C(C)O (ethyl alcohol). Reaction conditions: time 2 hour. Yields the product FCC1(OC2=C(C(=C1)C(=O)O)C=C(C=C2)C(F)(F)F)CF (2,2-bisfluoromethyl-6-trifluoromethyl-2H-1-benzopyran-4-carboxylic acid). Isolated yield 92.0%. As a reaction SMILES: [F:1][CH2:2][C:3]1([CH2:22][F:23])[CH:8]=[C:7]([C:9]([O:11]CC)=[O:10])[C:6]2[CH:14]=[C:15]([C:18]([F:21])([F:20])[F:19])[CH:16]=[CH:17][C:5]=2[O:4]1.[OH-].[K+].Cl>C(O)C>[F:23][CH2:22][C:3]1([CH2:2][F:1])[CH:8]=[C:7]([C:9]([OH:11])=[O:10])[C:6]2[CH:14]=[C:15]([C:18]([F:21])([F:19])[F:20])[CH:16]=[CH:17][C:5]=2[O:4]1 |f:1.2|. Procedure: A mixture of 0.51 g of ethyl 2,2-bisfluoromethyl-6-trifluoromethyl-2H-1-benzopyran-4-carboxylate, 0.13 g of potassium hydroxide and 10 ml of ethyl alcohol was stirred at room temperature for 2 hours. Ice water and hydrochloric acid were added to the reaction mixture, and the precipitated crystals were separated by filtration to obtain 0.43 g of 2,2-bisfluoromethyl-6-trifluoromethyl-2H-1-benzopyran-4-carboxylic acid. Reactants: CC(=O)O, CC1(C)Oc2c(cccc2[N+](=O)[O-])C1=O, [Fe], O. Yields the product CC1(C)Oc2c(N)cccc2C1=O. RXN SMILES: [CH3:16][C:17](=[O:18])[OH:19].[CH3:1][C:2]1([CH3:15])[O:3][c:4]2[c:5]([cH:8][cH:9][cH:10][c:11]2[N+:12]([O-:13])=[O:14])[C:6]1=[O:7].[Fe:21].[OH2:20]>>[CH3:1][C:2]1([CH3:15])[O:3][c:4]2[c:5]([cH:8][cH:9][cH:10][c:11]2[NH2:12])[C:6]1=[O:7]. Reactants: CC(C)([O-])C.[K+] (potassium t-butoxide), Cl (hydrochloric acid), C(C)(=O)C(C(=O)OC)=C(C)OC (Methyl 2-acetyl-3-methoxy-2-butenoate), C(C)(=O)O.C(=N)N (formamidine acetate). Solvent: CO (methyl alcohol), CC(=O)C (acetone), C1CCOC1 (THF). Conditions: temperature 25 celsius, time 1.5 hour. Product: CC(C)([O-])C.[K+] (potassium t-butoxide), CC1=NC=NC(=C1C(=O)OC)C (methyl 4,6-dimethylpyrimidine-5-carboxylate). As a reaction SMILES: [C:1]([C:4](=[C:9](OC)[CH3:10])[C:5]([O:7][CH3:8])=[O:6])(=O)[CH3:2].C(O)(=O)C.[CH:17]([NH2:19])=[NH:18].[CH3:20][C:21]([CH3:24])([O-:23])[CH3:22].[K+:25].Cl>C1COCC1.CO.CC(C)=O>[CH3:20][C:21]([CH3:24])([O-:23])[CH3:22].[K+:25].[CH3:2][C:1]1[C:4]([C:5]([O:7][CH3:8])=[O:6])=[C:9]([CH3:10])[N:19]=[CH:17][N:18]=1 |f:1.2,3.4,9.10|. Procedure details: Methyl 2-acetyl-3-methoxy-2-butenoate (86 g), formamidine acetate (62.5 g), acetone (344 ml) and methyl alcohol (258 ml) were charged into a 2 L 3-necked, flask (fitted with addition funnel, condenser, agitator and nitrogen inlet). The reaction is blanketed with nitrogen, the agitator is started and the batch cooled to between −5 and 0° C. While the batch was cooling, a solution of potassium t-butoxide is prepared (67.4 g in THF, 258 ml) under nitrogen. When the batch reached the correct tempera...